This data is from the Open Reaction Database (ORD), a public repository of structured organic reaction records. The task is: describe an organic reaction: reactants, conditions, products, and yield Starting materials: NC1=NC=CC(=C1)C (2-Amino-4-methylpyridine), [OH-].[K+] (potassium hydroxide), IV, C(C1=CC=CC=C1)O (benzyl alcohol). The product is C(C1=CC=CC=C1)NC1=NC=CC(=C1)C (2-Benzylamino-4-methylpyridine). Reaction SMILES: [NH2:1][C:2]1[CH:7]=[C:6]([CH3:8])[CH:5]=[CH:4][N:3]=1.[OH-].[K+].[CH2:11](O)[C:12]1[CH:17]=[CH:16][CH:15]=[CH:14][CH:13]=1>>[CH2:11]([NH:1][C:2]1[CH:7]=[C:6]([CH3:8])[CH:5]=[CH:4][N:3]=1)[C:12]1[CH:17]=[CH:16][CH:15]=[CH:14][CH:13]=1 |f:1.2|. Reported procedure: 2-Amino-4-methylpyridine was reacted with potassium hydroxide in benzyl alcohol according to the method of Sprinzak (Org. Syn. Coll. Vol. IV. 91 (1963)) to form the title compound. The reactants are O=C([O-])[O-], C=CCc1c(O)ccc2c(=O)c3c(Cl)cccc3oc12, ClC(Cl)Cl, O=C(OO)c1cccc(Cl)c1, [K+], [K+], O. Product: O=C(O)C1Cc2c(ccc3c(=O)c4c(Cl)cccc4oc23)O1. Reaction SMILES: [C:36]([O-:37])([O-:38])=[O:39].[CH2:1]([CH:2]=[CH2:3])[c:4]1[c:5]([OH:20])[cH:6][cH:7][c:8]2[c:9](=[O:19])[c:10]3[c:11]([Cl:18])[cH:12][cH:13][cH:14][c:15]3[o:16][c:17]12.[CH:32]([Cl:33])([Cl:34])[Cl:35].[Cl:21][c:22]1[cH:23][cH:24][cH:25][c:26]([C:27]([O:28][OH:29])=[O:30])[cH:31]1.[K+:40].[K+:41].[OH2:42]>>[CH2:1]1[CH:2]([C:36]([OH:37])=[O:39])[O:20][c:5]2[c:4]1[c:17]1[c:8]([cH:7][cH:6]2)[c:9](=[O:19])[c:10]2[c:11]([Cl:18])[cH:12][cH:13][cH:14][c:15]2[o:16]1. Starting materials: C1(=CC=CC=C1)O (phenol), C([O-])([O-])=O.[K+].[K+] (potassium carbonate), C(Cl)C1CO1 (epichlorohydrin). The solvent is CC(=O)C (acetone), C1(=CC=CC=C1)C (toluene). Product: O1C(COC2=CC=CC=C2)C1 (2,3-Epoxypropoxybenzene). Isolated yield 59.9%. RXN SMILES: [C:1]1([OH:7])[CH:6]=[CH:5][CH:4]=[CH:3][CH:2]=1.C(=O)([O-])[O-].[K+].[K+].[CH2:14]([CH:16]1[O:18][CH2:17]1)Cl>CC(C)=O.C1(C)C=CC=CC=1>[O:18]1[CH2:17][CH:16]1[CH2:14][O:7][C:1]1[CH:6]=[CH:5][CH:4]=[CH:3][CH:2]=1 |f:1.2.3|. Procedure details: A mixture of 9.4 gm (0.1 mole) of phenol, 28 gm (0.2 mole) of potassium carbonate and 30 mL (0.4 mole) of epichlorohydrin in 250 mL acetone was heated to reflux for 12 hours. The reaction medium was then filtered and evaporated leaving an oil which was taken up in toluene and successively washed with 100 mL water, 2×100 mL 1.0 N sodium hydroxide and 2×100 mL water. The toluene phase was dried with magnesium sulfate and evaporated to provide a clear oil which was chromatographed on a Prep-500 sil... Starting materials: Cl (HCl), COC(=O)C=1C=C(C[C@H](N)C(=O)O)C=CC1 (3-methoxycarbonyl-L-phenylalanine), CC(C)=C (isobutylene), Cl (HCl), OS(=O)(=O)O (H2SO4), liquid, CC(C)=C (isobutylene), C(=O)(O)[O-].[Na+] (NaHCO3). The solvent is CCOCC (ether), O1CCOCC1 (1,4-dioxane). Yields the product COC(=O)C=1C=C(C[C@H](N)C(=O)OC(C)(C)C)C=CC1 (tert-butyl 3-methoxycarbonyl-L-phenylalaninate). Isolated yield 74.0%. Reaction SMILES: [CH3:1][O:2][C:3]([C:5]1[CH:6]=[C:7]([CH:14]=[CH:15][CH:16]=1)[CH2:8][C@@H:9]([C:11]([OH:13])=[O:12])[NH2:10])=[O:4].Cl.OS(O)(=O)=O.[CH3:23][C:24](=[CH2:26])[CH3:25].C([O-])(O)=O.[Na+]>O1CCOCC1.CCOCC>[CH3:1][O:2][C:3]([C:5]1[CH:6]=[C:7]([CH:14]=[CH:15][CH:16]=1)[CH2:8][C@@H:9]([C:11]([O:13][C:24]([CH3:26])([CH3:25])[CH3:23])=[O:12])[NH2:10])=[O:4] |f:4.5|. Procedure details: A solution of 0.88 g of 3-methoxycarbonyl-L-phenylalanine.HCl, and 1.5 mL of conc. H2SO4 in 20 mL of 1,4-dioxane was added to 25 mL of liquid isobutylene (condensed at -78° C. ) in a 300 mL pressure bottle equipped with a magnetic stirrer. The bottle was sealed and the mixture allowed to warm to RT with stirring. The initially heterogeneous mixture afforded a slightly cloudy solution after stirring for 18 h at RT. After 48 h the vessel was chilled in an ice water bath, opened, and the contents t...